Dataset: the Open Reaction Database (ORD), a public repository of structured organic reaction records. Task: describe an organic reaction: reactants, conditions, products, and yield The reactants are N#CN (cyanamide), C(C)(=O)O (acetic acid), N#CN (cyanamide), C(C)(=O)O.C(=N)N (formamidine acetate), ClC1=C(C=C(C=C1)[N+](=O)[O-])[N+](=O)[O-] (1-chloro-2,4-dinitrobenzene). Reagents/catalysts: [Ni] (Raney nickel). Solvent: CO (methanol). Run at time 1 hour. Product: ClC1=C(C=C(C=C1)N)N (1-Chloro-2,4-diaminobenzene), 1-Chloro-2,4-acetamidobenzene. RXN SMILES: N#CN.C(O)(=O)C.C(O)(=O)C.C(N)=N.[Cl:15][C:16]1[CH:21]=[CH:20][C:19]([N+:22]([O-])=O)=[CH:18][C:17]=1[N+:25]([O-])=O>[Ni].CO>[Cl:15][C:16]1[CH:21]=[CH:20][C:19]([NH2:22])=[CH:18][C:17]=1[NH2:25] |f:2.3|. Reported procedure: 1.5 g of cyanamide, 1.5 g of acetic acid, 2 g of Raney nickel (60%, aqueous), and 120 ml of methanol are introduced in an autoclave equipped with gas introduction stirrer. Under a hydrogen pressure of 4 bar and a temperature of 25° C., the cyanamide is hydrogenated quantitatively to the formamidine acetate. 40.8 g of 1-chloro-2,4-dinitrobenzene are then added to the autoclave, and the hydrogenation is carried out at a pressure of 10 bar and a temperature of 60° C. The hydrogenation time is 1 hou... Reactants: C, c1ccc(COc2ccc(CCCCn3ccnc3)cc2)cc1, CCO, [Pd]. Yields the product Oc1ccc(CCCCn2ccnc2)cc1. As a reaction SMILES: [C:24].[CH2:1]([c:2]1[cH:3][cH:4][cH:5][cH:6][cH:7]1)[O:8][c:9]1[cH:10][cH:11][c:12]([CH2:15][CH2:16][CH2:17][CH2:18][n:19]2[cH:20][n:21][cH:22][cH:23]2)[cH:13][cH:14]1.[CH3:26][CH2:27][OH:28].[Pd:25]>>[OH:8][c:9]1[cH:10][cH:11][c:12]([CH2:15][CH2:16][CH2:17][CH2:18][n:19]2[cH:20][n:21][cH:22][cH:23]2)[cH:13][cH:14]1.